From a dataset of the Open Reaction Database (ORD), a public repository of structured organic reaction records. describe an organic reaction: reactants, conditions, products, and yield Reactants: CC(C)(C)c1cc(C(=O)Cl)cc(C(C)(C)C)c1, ClCCl, Sc1ccccn1. Yields the product CC(C)(C)c1cc(C(=O)Sc2ccccn2)cc(C(C)(C)C)c1. As a reaction SMILES: [C:8]([CH3:9])([CH3:10])([CH3:11])[c:12]1[cH:13][c:14]([C:15](=[O:16])[Cl:17])[cH:18][c:19]([C:21]([CH3:22])([CH3:23])[CH3:24])[cH:20]1.[Cl:25][CH2:26][Cl:27].[SH:1][c:2]1[n:3][cH:4][cH:5][cH:6][cH:7]1>>[S:1]([c:2]1[n:3][cH:4][cH:5][cH:6][cH:7]1)[C:15]([c:14]1[cH:13][c:12]([C:8]([CH3:9])([CH3:10])[CH3:11])[cH:20][c:19]([C:21]([CH3:22])([CH3:23])[CH3:24])[cH:18]1)=[O:16]. Starting materials: Cl (hydrochloric acid), C(C(C)C)(=O)Cl (Isobutyryl chloride), [Cl-].[Al+3].[Cl-].[Cl-] (aluminum chloride), C(C)(=O)OCCC1=CC=CC=C1 (2-phenylethyl acetate). The solvent is C(Cl)Cl (methylene chloride). Run at time 30 minute. Yields the product C(C)(=O)OCCC1=CC=C(C=C1)C(C(C)C)=O (2-(4-isobutyrylphenyl)ethyl acetate). Isolated yield 81.3%. As a reaction SMILES: [C:1](Cl)(=[O:5])[CH:2]([CH3:4])[CH3:3].[Cl-].[Al+3].[Cl-].[Cl-].[C:11]([O:14][CH2:15][CH2:16][C:17]1[CH:22]=[CH:21][CH:20]=[CH:19][CH:18]=1)(=[O:13])[CH3:12].Cl>C(Cl)Cl>[C:11]([O:14][CH2:15][CH2:16][C:17]1[CH:22]=[CH:21][C:20]([C:1](=[O:5])[CH:2]([CH3:4])[CH3:3])=[CH:19][CH:18]=1)(=[O:13])[CH3:12] |f:1.2.3.4|. Procedure: Isobutyryl chloride (114 g, 1.07 mol) is added drop wise at −5 to 0° C. over 40 minutes to 295 g (2.21 mol) of anhydrous aluminum chloride in 160 ml of methylene chloride. Stirring is continued for 30 min, and 2-phenylethyl acetate (164.2 g, 1.00 mol) is then added drop wise at −5 to 0° C. over 2 hours. The mixture is stirred an additional 4 hours at −5 to 0° C., and then poured into a mixture of concentrated hydrochloric acid and ice. The organic layer is washed with water, dried and concentrat... Procedure: From 2,6-dichlorobenzoic acid and (1-(2-(difluoromethyl)pyrimidin-5-yl)-4,4-difluorocyclohexyl)methanamine. LCMS (MH+): m/z=450.1, tR (minutes, Method F)=2.93 Yields the product ClC1=C(C(=O)NCC2(CCC(CC2)(F)F)C=2C=NC(=NC2)C(F)F)C(=CC=C1)Cl (2,6-dichloro-N((4,4-difluoro-1-(2-(difluoromethyl)pyrimidin-5-yl)cyclohexyl)methyl)benzamide). Reaction SMILES: [Cl:1][C:2]1[CH:10]=[CH:9][CH:8]=[C:7]([Cl:11])[C:3]=1[C:4]([OH:6])=O.[F:12][CH:13]([F:30])[C:14]1[N:19]=[CH:18][C:17]([C:20]2([CH2:28][NH2:29])[CH2:25][CH2:24][C:23]([F:27])([F:26])[CH2:22][CH2:21]2)=[CH:16][N:15]=1>>[Cl:11][C:7]1[CH:8]=[CH:9][CH:10]=[C:2]([Cl:1])[C:3]=1[C:4]([NH:29][CH2:28][C:20]1([C:17]2[CH:16]=[N:15][C:14]([CH:13]([F:30])[F:12])=[N:19][CH:18]=2)[CH2:25][CH2:24][C:23]([F:26])([F:27])[CH2:22][CH2:21]1)=[O:6]. Reactants: ClC1=C(C(=O)O)C(=CC=C1)Cl (2,6-dichlorobenzoic acid), FC(C1=NC=C(C=N1)C1(CCC(CC1)(F)F)CN)F ((1-(2-(difluoromethyl)pyrimidin-5-yl)-4,4-difluorocyclohexyl)methanamine). Reactants: COC(C)(C)C, [Cl-], [Cl-], Cl, CC(C)C(O)c1ccccc1C(O)C(C)C, O=P(O)(O)c1ccccc1, c1ccncc1. Product: CC(C)C1OP(=O)(c2ccccc2)OC(C(C)C)c2ccccc21. As a reaction SMILES: [C:36]([O:37][CH3:38])([CH3:39])([CH3:40])[CH3:41].[Cl-:23].[Cl-:24].[ClH:35].[OH:1][CH:2]([CH:3]([CH3:4])[CH3:5])[c:6]1[c:7]([CH:12]([CH:13]([CH3:14])[CH3:15])[OH:16])[cH:8][cH:9][cH:10][cH:11]1.[c:25]1([P:31]([OH:32])(=[O:33])[OH:34])[cH:26][cH:27][cH:28][cH:29][cH:30]1.[cH:17]1[cH:18][cH:19][n:20][cH:21][cH:22]1>>[O:1]1[CH:2]([CH:3]([CH3:4])[CH3:5])[c:6]2[c:7]([cH:8][cH:9][cH:10][cH:11]2)[CH:12]([CH:13]([CH3:14])[CH3:15])[O:16][P:31]1([c:25]1[cH:26][cH:27][cH:28][cH:29][cH:30]1)=[O:32]. Starting materials: Cc1ccnc2cc(Cl)ccc12, C1COCCO1, O, O=[Se]=O. The product is O=Cc1ccnc2cc(Cl)ccc12. Reaction SMILES: [Cl:4][c:5]1[cH:6][cH:7][c:8]2[c:9]([CH3:15])[cH:10][cH:11][n:12][c:13]2[cH:14]1.[O:16]1[CH2:17][CH2:18][O:19][CH2:20][CH2:21]1.[OH2:22].[Se:1](=[O:2])=[O:3]>>[O:2]=[CH:15][c:9]1[c:8]2[cH:7][cH:6][c:5]([Cl:4])[cH:14][c:13]2[n:12][cH:11][cH:10]1. Starting materials: C12(CC3CC(CC(C1)C3)C2)C2=CC(=C(OCC(=O)O)C=C2)F (2-(4-(adamantan-1-yl)-2-fluorophenoxy)acetic acid), CN1CCNCC1 (1-methylpiperazine). Yields the product C12(CC3CC(CC(C1)C3)C2)C2=CC(=C(OCC(=O)N3CCN(CC3)C)C=C2)F (2-(4-(adamantan-1-yl)-2-fluorophenoxy)-1-(4-methylpiperazin-1-yl)ethanone). Yield: 91.3%. As a reaction SMILES: [C:1]12([C:11]3[CH:21]=[CH:20][C:14]([O:15][CH2:16][C:17](O)=[O:18])=[C:13]([F:22])[CH:12]=3)[CH2:10][CH:5]3[CH2:6][CH:7]([CH2:9][CH:3]([CH2:4]3)[CH2:2]1)[CH2:8]2.[CH3:23][N:24]1[CH2:29][CH2:28][NH:27][CH2:26][CH2:25]1>>[C:1]12([C:11]3[CH:21]=[CH:20][C:14]([O:15][CH2:16][C:17]([N:27]4[CH2:28][CH2:29][N:24]([CH3:23])[CH2:25][CH2:26]4)=[O:18])=[C:13]([F:22])[CH:12]=3)[CH2:8][CH:7]3[CH2:6][CH:5]([CH2:4][CH:3]([CH2:9]3)[CH2:2]1)[CH2:10]2. Reported procedure: The title compound was prepared from 2-(4-(adamantan-1-yl)-2-fluorophenoxy)acetic acid (0.15 g, 0.49 mmol), prepared from the step 4, and 1-methylpiperazine (0.049 g, 0.49 mmol) according to the example 1, which was given 2-(4-(adamantan-1-yl)-2-fluorophenoxy)-1-(4-methylpiperazin-1-yl)ethanone as a white solid (0.173 g, 91.3% yield). Starting materials: Br, Br, C1NCC2=C1CNC2, CC#N, O=C(O)c1cn(C2CC2)c2c(F)c(F)c(F)cc2c1=O, C1CCC2=NCCCN2CC1. Yields the product O=C(O)c1cn(C2CC2)c2c(F)c(N3CC4=C(CNC4)C3)c(F)cc2c1=O. Reaction SMILES: [BrH:21].[BrH:22].[C:23]12=[C:27]([CH2:26][NH:25][CH2:24]1)[CH2:28][NH:29][CH2:30]2.[CH3:42][C:43]#[N:44].[CH:1]1([n:4]2[cH:5][c:6]([C:18](=[O:19])[OH:20])[c:7](=[O:17])[c:8]3[cH:9][c:10]([F:16])[c:11]([F:15])[c:12]([F:14])[c:13]23)[CH2:2][CH2:3]1.[N:31]12[CH2:32][CH2:33][CH2:34][N:35]=[C:36]1[CH2:37][CH2:38][CH2:39][CH2:40][CH2:41]2>>[CH:1]1([n:4]2[cH:5][c:6]([C:18](=[O:19])[OH:20])[c:7](=[O:17])[c:8]3[cH:9][c:10]([F:16])[c:11]([N:25]4[CH2:24][C:23]5=[C:27]([CH2:26]4)[CH2:28][NH:29][CH2:30]5)[c:12]([F:14])[c:13]23)[CH2:2][CH2:3]1.